This data is from the Open Reaction Database (ORD), a public repository of structured organic reaction records. The task is: describe an organic reaction: reactants, conditions, products, and yield Starting materials: O (water), C([O-])([O-])=O.[K+].[K+] (potassium carbonate), ClCCCN(CC)CC (1-chloro-3-(diethylamino)propane), C(#N)C=1C=C2C(=CC=NC2=CC1OCCCN1CCOCC1)OC1=CC(=C(C=C1)NC(=O)NC=1SC=CN1)F (N-[4-(6-Cyano-7-[3-(morpholin-4-yl)propoxy]-4-quinolyl)oxy-2-fluorophenyl]-N′-(2-thiazolyl)urea). The solvent is CN(C=O)C (dimethylformamide). Run at temperature 60 celsius, time 2 hour. Yields the product C(#N)C=1C=C2C(=CC=NC2=CC1OCCCN(CC)CC)OC1=CC(=C(C=C1)NC(=O)NC=1SC=CN1)F (4-(6-Cyano-7-(3-(diethylamino)propoxy)-4-quinolyl)oxy-2-fluorophenyl-N′-(2-thiazolyl)urea). Yield: 6.8%. Reaction SMILES: [C:1]([C:3]1[CH:4]=[C:5]2[C:10](=[CH:11][C:12]=1[O:13][CH2:14][CH2:15][CH2:16][N:17]1[CH2:22][CH2:21]O[CH2:19][CH2:18]1)[N:9]=[CH:8][CH:7]=[C:6]2[O:23][C:24]1[CH:29]=[CH:28][C:27]([NH:30][C:31]([NH:33][C:34]2[S:35][CH:36]=[CH:37][N:38]=2)=[O:32])=[C:26]([F:39])[CH:25]=1)#[N:2].C(=O)([O-])[O-].[K+].[K+].ClCCCN(CC)CC.O>CN(C)C=O>[C:1]([C:3]1[CH:4]=[C:5]2[C:10](=[CH:11][C:12]=1[O:13][CH2:14][CH2:15][CH2:16][N:17]([CH2:22][CH3:21])[CH2:18][CH3:19])[N:9]=[CH:8][CH:7]=[C:6]2[O:23][C:24]1[CH:29]=[CH:28][C:27]([NH:30][C:31]([NH:33][C:34]2[S:35][CH:36]=[CH:37][N:38]=2)=[O:32])=[C:26]([F:39])[CH:25]=1)#[N:2] |f:1.2.3|. Procedure: The N-(4-(6-cyano-7-hydroxy-4-quinolyl)oxy-2-fluorophenyl)-N′-(2-thiazolyl)urea (150 mg) synthesized in Example 142 was dissolved in dimethylformamide (2.5 ml), and then potassium carbonate (150 mg) and 1-chloro-3-(diethylamino)propane (80 mg) were added and the mixture was heated and stirred at 60° C. for 2 hours. After cooling, water was added, extraction was performed with ethyl acetate, the organic layer was washed with saturated saline and dried over anhydrous sodium sulfate, and the solven...